This data is from the Open Reaction Database (ORD), a public repository of structured organic reaction records. The task is: describe an organic reaction: reactants, conditions, products, and yield The reactants are CCOC(C)=O, CC[O-], CCO, N#CCc1cc(Cl)cc(Cl)c1Cl, [Na+]. Yields the product CC(=O)C(C#N)c1cc(Cl)cc(Cl)c1Cl. Reaction SMILES: [CH3:17][CH2:18][O:19][C:20](=[O:21])[CH3:22].[CH3:1][CH2:2][O-:3].[CH3:23][CH2:24][OH:25].[Cl:5][c:6]1[c:7]([CH2:14][C:15]#[N:16])[cH:8][c:9]([Cl:13])[cH:10][c:11]1[Cl:12].[Na+:4]>>[CH3:1][C:2](=[O:3])[CH:14]([c:7]1[c:6]([Cl:5])[c:11]([Cl:12])[cH:10][c:9]([Cl:13])[cH:8]1)[C:15]#[N:16]. The reactants are C(C)(C)O (isopropyl alcohol), OCC[C@@H]1[C@H](C(N1)=O)C(C)(C)OC ((3S, 4R)-4-(2-hydroxyethyl)-3-(1-methoxy-1-methylethyl)azetidin-2-one), CC(=O)C.OS(=O)(=O)O.O=[Cr](=O)=O (Jones reagent). Solvent: CC(=O)C (acetone), CC(=O)C (acetone). The product is COC(C)(C)[C@@H]1[C@H](NC1=O)CC(=O)O (2-[(2R, 3S)-3-(1-methoxy-1-methylethyl)-4-oxoazetidin-2-yl]acetic acid). RXN SMILES: [OH:1][CH2:2][CH2:3][C@H:4]1[NH:7][C:6](=[O:8])[C@@H:5]1[C:9]([O:12][CH3:13])([CH3:11])[CH3:10].CC(C)=[O:16].OS(O)(=O)=O.O=[Cr](=O)=O.C(O)(C)C>CC(C)=O>[CH3:13][O:12][C:9]([C@H:5]1[C:6](=[O:8])[NH:7][C@@H:4]1[CH2:3][C:2]([OH:16])=[O:1])([CH3:11])[CH3:10] |f:1.2.3|. Procedure: A solution of (3S, 4R)-4-(2-hydroxyethyl)-3-(1-methoxy-1-methylethyl)azetidin-2-one (50.7 mg) in acetone (5.42 ml) was added to a solution of 2N Jones reagent (0.542 ml) in acetone (5.42 ml) at ambient temperature over a period of 30 minutes, and the mixture was stirred for an hour. After addition of an excess of isopropyl alcohol to the mixture, the solvent was removed. The residue was dissolved in chloroform and the resultant solution was washed with a saturated aqueous sodium chloride. The wa... Starting materials: [Si](C)(C)(C(C)(C)C)O[C@H]1C[C@@H](CC2=CC=C3[C@@H]4CC=C([C@@H](C)OC\C=C\C(C)(O[Si](CC)(CC)CC)C)[C@]4(CC[C@@H]3[C@@]12C)C)O[Si](C)(C)C(C)(C)C (1α,3β-bis(tert-butyldimethylsilyloxy)-20(R)-{(E)-(4-methyl-4-triethylsilyloxy-2-pentenyloxy)}pregna-5,7,16-triene), [F-].C(CCC)[N+](CCCC)(CCCC)CCCC (tetra-n-butylammonium fluoride). Run in O1CCCC1 (tetrahydrofuran), O1CCCC1 (tetrahydrofuran). The product is O[C@H]1C[C@@H](CC2=CC=C3[C@@H]4CC=C([C@@H](C)OC\C=C\C(C)(C)O)[C@]4(CC[C@@H]3[C@@]12C)C)O (1α,3β-dihydroxy-20(R)-{(E)-(4-hydroxy-4-methyl-2-pentenyloxy)}pregna-5,7,16-triene). Isolated yield 86.2%. Reaction SMILES: [Si]([O:8][C@@H:9]1[C@@:42]2([CH3:43])[C:13](=[CH:14][CH:15]=[C:16]3[C@@H:41]2[CH2:40][CH2:39][C@@:38]2([CH3:44])[C@H:17]3[CH2:18][CH:19]=[C:20]2[C@H:21]([O:23][CH2:24]/[CH:25]=[CH:26]/[C:27]([CH3:37])([O:29][Si](CC)(CC)CC)[CH3:28])[CH3:22])[CH2:12][C@@H:11]([O:45][Si](C(C)(C)C)(C)C)[CH2:10]1)(C(C)(C)C)(C)C.[F-].C([N+](CCCC)(CCCC)CCCC)CCC>O1CCCC1>[OH:8][C@@H:9]1[C@@:42]2([CH3:43])[C:13](=[CH:14][CH:15]=[C:16]3[C@@H:41]2[CH2:40][CH2:39][C@@:38]2([CH3:44])[C@H:17]3[CH2:18][CH:19]=[C:20]2[C@H:21]([O:23][CH2:24]/[CH:25]=[CH:26]/[C:27]([OH:29])([CH3:28])[CH3:37])[CH3:22])[CH2:12][C@@H:11]([OH:45])[CH2:10]1 |f:1.2|. Procedure details: By the same procedure as in Example 9, 1α,3β-bis(tert-butyldimethylsilyloxy)-20(R)-{(E)-(4-methyl-4-triethylsilyloxy-2-pentenyloxy)}pregna-5,7,16-triene (71.0 mg, 0.0920 mmol), tetrahydrofuran (3 ml) and 1M tetra-n-butylammonium fluoride solution in tetrahydrofuran (2 ml) were reacted (heating under reflux for 5.5 hours) and worked up, and then the residue was purified by preparative thin layer chromatography (0.5 mm×1, dichloromethane:ethyl acetate:ethanol=20:80:1, developed once) to give the t... Starting materials: CC(C)(C)[Si](C)(C)OCCc1ccsc1Br, [Li]CCCC, C1CCOC1, [Cl-], O=Cc1ccc(F)cc1, [NH4+]. Yields the product CC(C)(C)[Si](C)(C)OCCc1ccsc1C(O)c1ccc(F)cc1. Reaction SMILES: [Br:6][c:7]1[s:8][cH:9][cH:10][c:11]1[CH2:12][CH2:13][O:14][Si:15]([CH3:16])([CH3:17])[C:18]([CH3:19])([CH3:20])[CH3:21].[CH2:1]([Li:2])[CH2:3][CH2:4][CH3:5].[CH2:33]1[O:34][CH2:35][CH2:36][CH2:37]1.[Cl-:31].[F:22][c:23]1[cH:24][cH:25][c:26]([CH:27]=[O:28])[cH:29][cH:30]1.[NH4+:32]>>[c:7]1([CH:27]([c:26]2[cH:25][cH:24][c:23]([F:22])[cH:30][cH:29]2)[OH:28])[s:8][cH:9][cH:10][c:11]1[CH2:12][CH2:13][O:14][Si:15]([CH3:16])([CH3:17])[C:18]([CH3:19])([CH3:20])[CH3:21]. The reactants are ClC1=CC=C2C(=CN(C2=C1)CC(=O)O)C(=O)N1CCC(CC1)C1=C(C=CC=C1)OC(F)(F)F ({6-chloro-3-[4-(2-trifluoromethoxy-phenyl)-piperidine-1-carbonyl]-indol-1-yl}-acetic acid), N (ammonia). Reaction SMILES: [Cl:1][C:2]1[CH:10]=[C:9]2[C:5]([C:6]([C:15]([N:17]3[CH2:22][CH2:21][CH:20]([C:23]4[CH:28]=[CH:27][CH:26]=[CH:25][C:24]=4[O:29][C:30]([F:33])([F:32])[F:31])[CH2:19][CH2:18]3)=[O:16])=[CH:7][N:8]2[CH2:11][C:12]([OH:14])=O)=[CH:4][CH:3]=1.[NH3:34]>C1COCC1>[Cl:1][C:2]1[CH:10]=[C:9]2[C:5]([C:6]([C:15]([N:17]3[CH2:22][CH2:21][CH:20]([C:23]4[CH:28]=[CH:27][CH:26]=[CH:25][C:24]=4[O:29][C:30]([F:33])([F:32])[F:31])[CH2:19][CH2:18]3)=[O:16])=[CH:7][N:8]2[CH2:11][C:12]([NH2:34])=[O:14])=[CH:4][CH:3]=1. Procedure: Analogous to general procedure I, the coupling of {6-chloro-3-[4-(2-trifluoromethoxy-phenyl)-piperidine-1-carbonyl]-indol-1-yl}-acetic acid (prepared herein) with (commercially available) ammonia in THF, gave the title compound. Product: ClC1=CC=C2C(=CN(C2=C1)CC(=O)N)C(=O)N1CCC(CC1)C1=C(C=CC=C1)OC(F)(F)F (2-{6-Chloro-3-[4-(2-trifluoromethoxy-phenyl)-piperidine-1-carbonyl]-indol-1-yl}-acetamide). Run in C1CCOC1 (THF). Reactants: C(C)N(C1=CC(=C(C=O)C=C1)OCOC)CC (4-diethylamino-2-(methoxymethoxy)benzaldehyde), B(OCCCC)(OCCCC)OCCCC (tri-n-butyl borate), C(CCC)N (n-butylamine), OC1=C(C=C(C=C1)C=CC(CC(C)=O)=O)OC (6-(4-Hydroxy-3-methoxyphenyl)hex-5-ene-2,4-dione), B(=O)OB=O (boron trioxide). Run in C(C)(=O)OCC (ethyl acetate), [Cl-].[Na+].O (brine), C(C)(=O)OCC (ethyl acetate). Run at time 1 hour. Yields the product C(C)N(C1=CC(=C(C=C1)\C=C\C(CC(\C=C\C1=CC(=C(C=C1)O)OC)=O)=O)OCOC)CC ((1E,6E)-1-[4-diethylamino-2-(methoxymethoxy)phenyl]-7-(4-hydroxy-3-methoxyphenyl)hepta-1,6-diene-3,5-dione). Isolated yield 159.5%. As a reaction SMILES: [OH:1][C:2]1[CH:7]=[CH:6][C:5]([CH:8]=[CH:9][C:10](=[O:15])[CH2:11][C:12](=[O:14])[CH3:13])=[CH:4][C:3]=1[O:16][CH3:17].B(OB=O)=O.[CH2:23]([N:25]([CH2:38][CH3:39])[C:26]1[CH:33]=[CH:32][C:29]([CH:30]=O)=[C:28]([O:34][CH2:35][O:36][CH3:37])[CH:27]=1)[CH3:24].B(OCCCC)(OCCCC)OCCCC.C(N)CCC>C(OCC)(=O)C.[Cl-].[Na+].O>[CH2:38]([N:25]([CH2:23][CH3:24])[C:26]1[CH:33]=[CH:32][C:29](/[CH:30]=[CH:13]/[C:12](=[O:14])[CH2:11][C:10](=[O:15])/[CH:9]=[CH:8]/[C:5]2[CH:6]=[CH:7][C:2]([OH:1])=[C:3]([O:16][CH3:17])[CH:4]=2)=[C:28]([O:34][CH2:35][O:36][CH3:37])[CH:27]=1)[CH3:39] |f:6.7.8|. Procedure: 6-(4-Hydroxy-3-methoxyphenyl)hex-5-ene-2,4-dione (20 mg, 0.085 mmol) and boron trioxide (11 mg, 0.16 mmol) were placed in a 20 mL reaction vessel, and dissolved in 0.4 mL of ethyl acetate. To the stirring solution at 80° C. was added a solution of 4-diethylamino-2-(methoxymethoxy)benzaldehyde (26 mg, 0.11 mmol) and tri-n-butyl borate (25 μL, 93 μmol) in 0.7 mL of ethyl acetate. After the reaction mixture was stirred for 2 h at the same temperature, n-butylamine (10 μL, 0.10 mmol) was added with ... The reactants are C(=O)(O)[O-].[Na+] (NaHCO3), BrC1=C2CCNC(C2=CC=C1)CC(=O)OC (methyl 2-(5-bromo-1,2,3,4-tetrahydroisoquinolin-1-yl)acetate), S(O)(O)(=O)=O (Sulfuric acid), C(C)(=O)N1C(C2=CC=CC(=C2CC1)Br)CC(=O)OC (methyl 2-(2-acetyl-5-bromo-1,2,3,4-tetrahydroisoquinolin-1-yl)acetate). Solvent: O (water), CO (MeOH). Yields the product BrC1=C2CCN3C(C2=CC=C1)=CC(NCC3=O)=O (9-bromo-3,4,7,8-tetrahydro-[1,4]diazepino[7,1-a]isoquinoline-2,5-dione). Reaction SMILES: BrC1C=CC=C2C=1CC[NH:6]C2CC(OC)=O.S(=O)(=O)(O)O.[C:22]([N:25]1[CH2:34][CH2:33][C:32]2[C:27](=[CH:28][CH:29]=[CH:30][C:31]=2[Br:35])[CH:26]1[CH2:36][C:37]([O:39]C)=O)(=[O:24])[CH3:23].C([O-])(O)=O.[Na+]>O.CO>[Br:35][C:31]1[CH:30]=[CH:29][CH:28]=[C:27]2[C:32]=1[CH2:33][CH2:34][N:25]1[C:22](=[O:24])[CH2:23][NH:6][C:37](=[O:39])[CH:36]=[C:26]12 |f:3.4|. Procedure: methyl 2-(5-bromo-1,2,3,4-tetrahydroisoquinolin-1-yl)acetate. MeOH (1280 mL) was cooled to −15° C. and conc. Sulfuric acid (147 mL, 2759 mmol) was added slowly (exotherm) under cooling. To this solution, methyl 2-(2-acetyl-5-bromo-1,2,3,4-tetrahydroisoquinolin-1-yl)acetate (90 g, 276 mmol) was added and the reaction mixture was stirred under reflux for 96 h. The reaction mixture was cooled to RT and slowly added to a solution of NaHCO3 (540 g) in water (1.35 L). The slightly basic aqueous soluti...